Dataset: the Open Reaction Database (ORD), a public repository of structured organic reaction records. Task: describe an organic reaction: reactants, conditions, products, and yield Reactants: FC1=CC=C(C=C1)[N+](=O)[O-] (4-fluoronitrobenzene), [H-].[Na+] (sodium hydride), N1C(COCC1)=O (morpholin-3-one), [H][H] (hydrogen). Run in CN1C(CCC1)=O (N-methylpyrrolidone). Conditions: time 2 hour. The product is N1(C(COCC1)=O)C1=CC=C(N)C=C1 (4-(4-Morpholin-3-onyl)aniline). Reaction SMILES: [H-].[Na+].[NH:3]1[CH2:8][CH2:7][O:6][CH2:5][C:4]1=[O:9].[H][H].F[C:13]1[CH:18]=[CH:17][C:16]([N+:19]([O-])=O)=[CH:15][CH:14]=1>CN1CCCC1=O>[N:3]1([C:13]2[CH:18]=[CH:17][C:16]([NH2:19])=[CH:15][CH:14]=2)[CH2:8][CH2:7][O:6][CH2:5][C:4]1=[O:9] |f:0.1|. Procedure: Over a period of 2 hours, sodium hydride (88 g, 2.2 mol, 60% in paraffin) is added a little at a time to a solution of morpholin-3-one (202 g, 2 mol) in N-methylpyrrolidone (2 l). After the evolution of hydrogen has ceased, 4-fluoronitrobenzene (282 g, 2 mol) is added dropwise with cooling over a period of one hour, and the reaction mixture is stirred overnight. At 12 mbar and 76° C., 1.7 l of the volume of the liquid is then distilled off, the residue is poured into water (2 l) and this mixture... Reactants: C=CC(C)=O, CCO, c1ccc(C2c3ccccc3CC3CNCC32)cc1. Product: CC(=O)CCN1CC2Cc3ccccc3C(c3ccccc3)C2C1. Reaction SMILES: [CH3:20][C:21](=[O:22])[CH:23]=[CH2:24].[CH3:25][CH2:26][OH:27].[c:1]1([CH:7]2[c:8]3[c:9]([cH:16][cH:17][cH:18][cH:19]3)[CH2:10][CH:11]3[CH2:12][NH:13][CH2:14][CH:15]23)[cH:2][cH:3][cH:4][cH:5][cH:6]1>>[c:1]1([CH:7]2[c:8]3[c:9]([cH:16][cH:17][cH:18][cH:19]3)[CH2:10][CH:11]3[CH2:12][N:13]([CH2:24][CH2:23][C:21]([CH3:20])=[O:22])[CH2:14][CH:15]23)[cH:2][cH:3][cH:4][cH:5][cH:6]1. The reactants are CC1C(c2ccccc2)OC(=O)N1C(=O)C=Cc1ccc(Br)cc1, C1CCOC1, CC(=O)[O-], CC(=O)[O-], [Pd+2]. Yields the product CC1C(c2ccccc2)OC(=O)N1C(=O)C1CC1c1ccc(Br)cc1. Reaction SMILES: [Br:1][c:2]1[cH:3][cH:4][c:5]([CH:8]=[CH:9][C:10](=[O:11])[N:12]2[C:13](=[O:24])[O:14][CH:15]([c:18]3[cH:19][cH:20][cH:21][cH:22][cH:23]3)[CH:16]2[CH3:17])[cH:6][cH:7]1.[CH2:25]1[O:26][CH2:27][CH2:28][CH2:29]1.[O-:31][C:32]([CH3:33])=[O:34].[O-:35][C:36]([CH3:37])=[O:38].[Pd+2:30]>>[Br:1][c:2]1[cH:3][cH:4][c:5]([CH:8]2[CH:9]([C:10](=[O:11])[N:12]3[C:13](=[O:24])[O:14][CH:15]([c:18]4[cH:19][cH:20][cH:21][cH:22][cH:23]4)[CH:16]3[CH3:17])[CH2:25]2)[cH:6][cH:7]1. Starting materials: [Br-], [Br-], Fc1c(F)c(F)c(C2CO2)c(F)c1F, [Li+], O=P([O-])([O-])[O-], C1CCOC1. Yields the product OC(CBr)c1c(F)c(F)c(F)c(F)c1F. Reaction SMILES: [Br-:15].[Br-:17].[F:1][c:2]1[c:3]([CH:4]2[CH2:5][O:6]2)[c:7]([F:14])[c:8]([F:13])[c:9]([F:12])[c:10]1[F:11].[Li+:16].[O-:18][P:19](=[O:20])([O-:21])[O-:22].[O:23]1[CH2:24][CH2:25][CH2:26][CH2:27]1>>[F:1][c:2]1[c:3]([CH:4]([CH2:5][Br:15])[OH:6])[c:7]([F:14])[c:8]([F:13])[c:9]([F:12])[c:10]1[F:11]. The reactants are [H-].[Na+] (sodium hydride), COC1=C(CCl)C=CC=C1 (2-methoxybenzyl chloride), ClCCCO (3-chloro-1-propanol), [H-].[Na+] (sodium hydride). Run in CN(C)C=O (DMF). Conditions: time 1 hour. The product is ClCCCOCC1=C(C=CC=C1)OC (2-methoxybenzyl 3-chloropropyl ether). Isolated yield 74170.5%. Reaction SMILES: [CH3:1][O:2][C:3]1[CH:10]=[CH:9][CH:8]=[CH:7][C:4]=1[CH2:5]Cl.[Cl:11][CH2:12][CH2:13][CH2:14][OH:15].[H-].[Na+]>CN(C=O)C>[Cl:11][CH2:12][CH2:13][CH2:14][O:15][CH2:5][C:4]1[CH:7]=[CH:8][CH:9]=[CH:10][C:3]=1[O:2][CH3:1] |f:2.3|. Procedure: A solution of 24.6 g (0.157 mmol) of 2-methoxybenzyl chloride and 26 ml (29.4 g, 0.311 mmol) of 3-chloro-1-propanol in 150 ml of absolute DMF was treated portionwise at 10° C. within 2.5 hours with 8.4 g (0.196 mmol) of sodium hydride dispersion (55% in refined oil) and stirred at room temperature for 1 hour. Subsequently, a further 1.0 g (0.023 mmol) of sodium hydride dispersion was added at room temperature and the mixture was stirred for a further 3 hours. For the working-up, the reaction mix... Reactants: [H-].[H-].[H-].[H-].[Li+].[Al+3] (LiAlH4), OC(CCNC(=O)C12CC3CC(CC(C1)C3)C2)C (N-(3-hydroxybutyl)adamantane-1-carboxamide). Solvent: C1CCOC1 (THF), C1CCOC1 (THF). Yields the product C12(CC3CC(CC(C1)C3)C2)CNCCC(C)O (4-(1-adamantylmethylamino)butan-2-ol). Isolated yield 31.0%. Reaction SMILES: [H-].[H-].[H-].[H-].[Li+].[Al+3].[OH:7][CH:8]([CH3:24])[CH2:9][CH2:10][NH:11][C:12]([C:14]12[CH2:23][CH:18]3[CH2:19][CH:20]([CH2:22][CH:16]([CH2:17]3)[CH2:15]1)[CH2:21]2)=O>C1COCC1>[C:14]12([CH2:12][NH:11][CH2:10][CH2:9][CH:8]([OH:7])[CH3:24])[CH2:23][CH:18]3[CH2:19][CH:20]([CH2:22][CH:16]([CH2:17]3)[CH2:15]1)[CH2:21]2 |f:0.1.2.3.4.5|. Procedure details: To a suspension of LiAlH4 (51 mg, 1.36 mmol) in THF (1.5 mL) was added a solution of N-(3-hydroxybutyl)adamantane-1-carboxamide (170 mg, 0.68 mmol) in THF at 0° C. The mixture was stirred and heated under reflux overnight. The reaction was quenched with H2O (2 mL). The mixture was filtered to give 4-(1-adamantylmethylamino)butan-2-ol (50 mg, 31%). 1H NMR (CD3OD, 400 MHZ): δ=1.12 (d, 3H), 1.58˜1.88 (m, 17H) 2.28 (t, 2H), 2.65 (m, 2H), 3.79 (m, 1H).